Dataset: the Open Reaction Database (ORD), a public repository of structured organic reaction records. Task: describe an organic reaction: reactants, conditions, products, and yield The reactants are C[Si](C)(C)[N-][Si](C)(C)C.[Li+] (lithium bis(trimethylsilyl)amide), [NH4+].[Cl-] (NH4Cl), COC(CC=1N=CN(C1)C(C1=CC=CC=C1)(C1=CC=CC=C1)C1=CC=CC=C1)=O (Methyl(1-trityl-1H-imidazol-4-yl)acetate), C(#N)C(=O)OC (methyl cyanoformate). Run in C1CCOC1 (THF), C1CCOC1 (THF). Run at temperature 0 celsius. Yields the product C(C1=CC=CC=C1)(C1=CC=CC=C1)(C1=CC=CC=C1)N1C=NC(=C1)C(C(=O)OC)C(=O)OC (Dimethyl 2-(1-trityl-1H-imidazol-4-yl)malonate). Yield: 47.6%. RXN SMILES: [CH3:1][O:2][C:3](=[O:29])[CH2:4][C:5]1[N:6]=[CH:7][N:8]([C:10]([C:23]2[CH:28]=[CH:27][CH:26]=[CH:25][CH:24]=2)([C:17]2[CH:22]=[CH:21][CH:20]=[CH:19][CH:18]=2)[C:11]2[CH:16]=[CH:15][CH:14]=[CH:13][CH:12]=2)[CH:9]=1.C[Si]([N-][Si](C)(C)C)(C)C.[Li+].C([C:42]([O:44][CH3:45])=[O:43])#N.[NH4+].[Cl-]>C1COCC1>[C:10]([N:8]1[CH:9]=[C:5]([CH:4]([C:42]([O:44][CH3:45])=[O:43])[C:3]([O:2][CH3:1])=[O:29])[N:6]=[CH:7]1)([C:11]1[CH:16]=[CH:15][CH:14]=[CH:13][CH:12]=1)([C:23]1[CH:28]=[CH:27][CH:26]=[CH:25][CH:24]=1)[C:17]1[CH:18]=[CH:19][CH:20]=[CH:21][CH:22]=1 |f:1.2,4.5|. Procedure: 3.50 g (9.15 mmol) of the compound from example 12a were dissolved in 50 ml of dry THF and cooled to 0° C. 1.67 g (9.96 mmol) of lithium bis(trimethylsilyl)amide as 20% strength solution in THF were added dropwise to this solution while stirring. The resulting mixture was stirred at 0° C. for 30 min and then 0.86 g (10.07 mol) of methyl cyanoformate was added. The reaction mixture was warmed to RT and stirred for a further 2 h, then poured into 400 ml of saturated aqueous NH4Cl solution and extr...